Dataset: the Open Reaction Database (ORD), a public repository of structured organic reaction records. Task: describe an organic reaction: reactants, conditions, products, and yield Starting materials: COc1cc([N+](=O)[O-])ccc1-n1cnc(C)c1, CCO, [H][H]. Yields the product COc1cc(N)ccc1-n1cnc(C)c1. Reaction SMILES: [CH3:1][O:2][c:3]1[c:4](-[n:12]2[cH:13][n:14][c:15]([CH3:17])[cH:16]2)[cH:5][cH:6][c:7]([N+:9]([O-:10])=[O:11])[cH:8]1.[CH3:20][CH2:21][OH:22].[H:18][H:19]>>[CH3:1][O:2][c:3]1[c:4](-[n:12]2[cH:13][n:14][c:15]([CH3:17])[cH:16]2)[cH:5][cH:6][c:7]([NH2:9])[cH:8]1. Starting materials: [H-].C(C(C)C)[Al+]CC(C)C (Diisobutylaluminum hydride), C(C1=CC=CC=C1)(=O)OC[C@H]1C([C@H]([C@H]([C@@H]1OC(C1=CC=CC=C1)=O)F)N1C2=NC=NC(=C2N=C1)N)=C ((+)-[(1R,3R,4R,5R)-3-(6-amino-9H-9-purinyl)-5-(benzoyloxy)-4-fluoro-2-methylenecyclopentyl]methyl benzoate), C(=O)([O-])C(O)C(O)C(=O)[O-].[Na+].[K+] (potassium sodium tartrate). The solvent is C(Cl)Cl (CH2Cl2), C(C)(C)O.C(Cl)(Cl)Cl (isopropyl alcohol chloroform). Reaction conditions: time 30 minute. Yields the product [C@@H]1([C@H](O)[C@H](O)[C@@H](CO)O1)N1C=NC=2C(N)=NC=NC12 (adenosine), NC1=C2N=CN(C2=NC=N1)[C@H]1[C@H]([C@@H]([C@H](C1=C)CO)O)F ((+)-(1R,2R,3R,5R)-3-(6-amino-9H-9-purinyl)-2-fluoro-5-(hydroxymethyl)-4-methylenecyclopentan-1-ol). Isolated yield 76.0%. As a reaction SMILES: [H-].C([Al+]CC(C)C)C(C)C.C([O:19][CH2:20][C@@H:21]1[C@@H:25]([O:26]C(=O)C2C=CC=CC=2)[C@H:24]([F:35])[C@H:23]([N:36]2[CH:44]=[N:43][C:42]3[C:37]2=[N:38][CH:39]=[N:40][C:41]=3[NH2:45])[C:22]1=[CH2:46])(=O)C1C=CC=CC=1.[C:47]([CH:50]([CH:52]([C:54]([O-:56])=O)[OH:53])[OH:51])([O-])=[O:48].[Na+].[K+]>C(Cl)Cl.C(O)(C)C.C(Cl)(Cl)Cl>[C@@H:23]1([N:36]2[C:37]3[N:38]=[CH:39][N:40]=[C:41]([NH2:45])[C:42]=3[N:43]=[CH:44]2)[O:53][C@H:52]([CH2:54][OH:56])[C@@H:50]([OH:51])[C@H:47]1[OH:48].[NH2:45][C:41]1[N:40]=[CH:39][N:38]=[C:37]2[C:42]=1[N:43]=[CH:44][N:36]2[C@@H:23]1[C:22](=[CH2:46])[C@H:21]([CH2:20][OH:19])[C@@H:25]([OH:26])[C@@H:24]1[F:35] |f:0.1,3.4.5,7.8|. Reported procedure: Diisobutylaluminum hydride (DIBAL-H, 1.6 mL, 1.0 M in toluene) was added slowly into the solution of compound 14 (160.0 mg, 0.33 mmol) in anhydrous CH2Cl2 at −78° C. After 30 min at the same temperature, the reaction was diluted with isopropyl alcohol/chloroform (4:1) co-solvent (30 mL) and saturated potassium sodium tartrate solution (10 mL) was added. The mixture was stirred at room temperature for 2 h and the organic layer was colleted. The aqueous layer was extracted with isopropyl alcohol/c...